This data is from the Open Reaction Database (ORD), a public repository of structured organic reaction records. The task is: describe an organic reaction: reactants, conditions, products, and yield Starting materials: C(C1=CC=CC=C1)OC(=O)N1C(CN(CC1)C(=O)OC(C)(C)C)C(C)NC1=NC=CC(=N1)N1C=CC2=CC=CC=C12 (2-[1-(1-(benzyloxycarbonyl)-4-(tert-butyloxycarbonyl)-piperazine-2-yl)-ethylamino]-4-(indol-1-yl)pyrimidine), C1(=CC=CC2=CC=CC=C12)N=C=O (naphthyl isocyanate). Yields the product C(C1=CC=CC=C1)OC(=O)N1C(CN(CC1)C(NC1=CC=CC2=CC=CC=C12)=O)C(C)NC1=NC=CC(=N1)N1C=CC2=CC=CC=C12 (2-[1-(1-(Benzyloxycarbonyl)-4-(N-naphth-1-yl-carbamoyl)-piperazine-2-yl)-ethylamino]-4-(indol-1-yl)pyrimidine). As a reaction SMILES: [CH2:1]([O:8][C:9]([N:11]1[CH2:16][CH2:15][N:14](C(OC(C)(C)C)=O)[CH2:13][CH:12]1[CH:24]([NH:26][C:27]1[N:32]=[C:31]([N:33]2[C:41]3[C:36](=[CH:37][CH:38]=[CH:39][CH:40]=3)[CH:35]=[CH:34]2)[CH:30]=[CH:29][N:28]=1)[CH3:25])=[O:10])[C:2]1[CH:7]=[CH:6][CH:5]=[CH:4][CH:3]=1.[C:42]1([N:52]=[C:53]=[O:54])[C:51]2[C:46](=[CH:47][CH:48]=[CH:49][CH:50]=2)[CH:45]=[CH:44][CH:43]=1>>[CH2:1]([O:8][C:9]([N:11]1[CH2:16][CH2:15][N:14]([C:53](=[O:54])[NH:52][C:42]2[C:51]3[C:46](=[CH:47][CH:48]=[CH:49][CH:50]=3)[CH:45]=[CH:44][CH:43]=2)[CH2:13][CH:12]1[CH:24]([NH:26][C:27]1[N:32]=[C:31]([N:33]2[C:41]3[C:36](=[CH:37][CH:38]=[CH:39][CH:40]=3)[CH:35]=[CH:34]2)[CH:30]=[CH:29][N:28]=1)[CH3:25])=[O:10])[C:2]1[CH:3]=[CH:4][CH:5]=[CH:6][CH:7]=1. Procedure details: The title compound was prepared from 2-[1-(1-(benzyloxycarbonyl)-4-(tert-butyloxycarbonyl)-piperazine-2-yl)-ethylamino]-4-(indol-1-yl)pyrimidine (68 mg) and naphthyl isocyanate (24 mg) according to the procedure described in EXAMPLE 14, Step F. Mass spectrum (ESI) 626.2 (M+1). Starting materials: CS(=O)(=O)c1ccc(C2=CCCC2)c(C(=O)N2CCN(c3ccc(C(F)(F)F)cc3)CC2)c1, CO. Yields the product CS(=O)(=O)c1ccc(C2CCCC2)c(C(=O)N2CCN(c3ccc(C(F)(F)F)cc3)CC2)c1. Reaction SMILES: [C:1]1([c:6]2[c:7]([C:16](=[O:17])[N:18]3[CH2:19][CH2:20][N:21]([c:24]4[cH:25][cH:26][c:27]([C:30]([F:31])([F:32])[F:33])[cH:28][cH:29]4)[CH2:22][CH2:23]3)[cH:8][c:9]([S:12](=[O:13])(=[O:14])[CH3:15])[cH:10][cH:11]2)=[CH:2][CH2:3][CH2:4][CH2:5]1.[CH3:34][OH:35]>>[CH:1]1([c:6]2[c:7]([C:16](=[O:17])[N:18]3[CH2:19][CH2:20][N:21]([c:24]4[cH:25][cH:26][c:27]([C:30]([F:31])([F:32])[F:33])[cH:28][cH:29]4)[CH2:22][CH2:23]3)[cH:8][c:9]([S:12](=[O:13])(=[O:14])[CH3:15])[cH:10][cH:11]2)[CH2:2][CH2:3][CH2:4][CH2:5]1.